Dataset: the Open Reaction Database (ORD), a public repository of structured organic reaction records. Task: describe an organic reaction: reactants, conditions, products, and yield Reactants: CC1=NC=C(C=N1)CO ((2-methylpyrimidin-5-yl)methanol), S(=O)(Cl)Cl (thionyl chloride). The product is ClCC=1C=NC(=NC1)C (5-(chloromethyl)-2-methylpyrimidine). RXN SMILES: [CH3:1][C:2]1[N:7]=[CH:6][C:5]([CH2:8]O)=[CH:4][N:3]=1.S(Cl)([Cl:12])=O>>[Cl:12][CH2:8][C:5]1[CH:4]=[N:3][C:2]([CH3:1])=[N:7][CH:6]=1. Procedure: A solution of (2-methylpyrimidin-5-yl)methanol (95 mg, 0.77 mmol) in thionyl chloride (1 mL) was stirred at room temperature for 1 h. The mixture was concentrated to dryness and used without purification. LCMS MH+ 143. The reactants are CCCCOC(C)Oc1ccc(-c2ccc3c(c2)C=C(C(=O)OC)CCN3Cc2nccs2)cc1, CO, Cl, [Na+], C1CCOC1, [OH-], O. Product: CCCCOC(C)Oc1ccc(-c2ccc3c(c2)C=C(C(=O)O)CCN3Cc2nccs2)cc1. As a reaction SMILES: [CH2:1]([CH2:2][CH2:3][CH3:4])[O:5][CH:6]([CH3:7])[O:8][c:9]1[cH:10][cH:11][c:12](-[c:15]2[cH:16][cH:17][c:18]3[c:19]([cH:35]2)[CH:20]=[C:21]([C:31](=[O:32])[O:33][CH3:34])[CH2:22][CH2:23][N:24]3[CH2:25][c:26]2[s:27][cH:28][cH:29][n:30]2)[cH:13][cH:14]1.[CH3:45][OH:46].[ClH:39].[Na+:37].[O:40]1[CH2:41][CH2:42][CH2:43][CH2:44]1.[OH-:36].[OH2:38]>>[CH2:1]([CH2:2][CH2:3][CH3:4])[O:5][CH:6]([CH3:7])[O:8][c:9]1[cH:10][cH:11][c:12](-[c:15]2[cH:16][cH:17][c:18]3[c:19]([cH:35]2)[CH:20]=[C:21]([C:31](=[O:32])[OH:33])[CH2:22][CH2:23][N:24]3[CH2:25][c:26]2[s:27][cH:28][cH:29][n:30]2)[cH:13][cH:14]1. Starting materials: ClC1=C(C=C(C=C1)C(C)(C)C1=CN=C(N1C1=CC=C(C=C1)F)SCC1=C(C=C(C=C1F)CCCO)F)OC (3-(4-((5-(2-(4-chloro-3-methoxyphenyl)propan-2-yl)-1-(4-fluorophenyl)-1H-imidazol-2-ylthio)methyl)-3,5-difluorophenyl)propan-1-ol), C1=CC=C(C=C1)P(C2=CC=CC=C2)C3=CC=CC=C3 (PPh3), C(C)(C)(C)OC(=O)NC(=N)NC(=O)OC(C)(C)C (1,3-bis(tert-butoxycarbonyl)guanidine), N(=NC(=O)OC(C)C)C(=O)OC(C)C (diisopropyl azodicarboxylate). Run in CCOC(=O)C (EtOAc), C1CCOC1 (THF). Run at time 8 hour. Product: C(C)(C)(C)OC(N=C(NCCCC1=CC(=C(C(=C1)F)CSC=1N(C(=CN1)C(C)(C)C1=CC(=C(C=C1)Cl)OC)C1=CC=C(C=C1)F)F)NC(=O)OC(C)(C)C)=O (tert-butyl(tert-butoxycarbonylamino)(3-(4-((5-(2-(4-chloro-3-methoxyphenyl)propan-2-yl)-1-(4-fluorophenyl)-1H-imidazol-2-ylthio)methyl)-3,5-difluorophenyl)propylamino)methylenecarbamate). Yield: 126.3%. Reaction SMILES: [Cl:1][C:2]1[CH:7]=[CH:6][C:5]([C:8]([C:11]2[N:15]([C:16]3[CH:21]=[CH:20][C:19]([F:22])=[CH:18][CH:17]=3)[C:14]([S:23][CH2:24][C:25]3[C:30]([F:31])=[CH:29][C:28]([CH2:32][CH2:33][CH2:34]O)=[CH:27][C:26]=3[F:36])=[N:13][CH:12]=2)([CH3:10])[CH3:9])=[CH:4][C:3]=1[O:37][CH3:38].C1C=CC(P(C2C=CC=CC=2)C2C=CC=CC=2)=CC=1.[C:58]([O:62][C:63]([NH:65][C:66]([NH:68][C:69]([O:71][C:72]([CH3:75])([CH3:74])[CH3:73])=[O:70])=[NH:67])=[O:64])([CH3:61])([CH3:60])[CH3:59].N(C(OC(C)C)=O)=NC(OC(C)C)=O>CCOC(C)=O.C1COCC1>[C:58]([O:62][C:63](=[O:64])[N:65]=[C:66]([NH:68][C:69]([O:71][C:72]([CH3:75])([CH3:74])[CH3:73])=[O:70])[NH:67][CH2:34][CH2:33][CH2:32][C:28]1[CH:27]=[C:26]([F:36])[C:25]([CH2:24][S:23][C:14]2[N:15]([C:16]3[CH:21]=[CH:20][C:19]([F:22])=[CH:18][CH:17]=3)[C:11]([C:8]([C:5]3[CH:6]=[CH:7][C:2]([Cl:1])=[C:3]([O:37][CH3:38])[CH:4]=3)([CH3:9])[CH3:10])=[CH:12][N:13]=2)=[C:30]([F:31])[CH:29]=1)([CH3:61])([CH3:60])[CH3:59]. Procedure details: To a solution of 3-(4-((5-(2-(4-chloro-3-methoxyphenyl)propan-2-yl)-1-(4-fluorophenyl)-1H-imidazol-2-ylthio)methyl)-3,5-difluorophenyl)propan-1-ol (407 mg, 0.73 mmol) in anhyd THF (0.97 mL) were added PPh3 (285 mg, 1.08 mmol), 1,3-bis(tert-butoxycarbonyl)guanidine (384 mg, 1.45 mmol) and diisopropyl azodicarboxylate (DIAD) (225 μL, 1.08 mmol) sequentially. After stirring overnight, the reaction mixture was diluted with EtOAc, washed with H2O and brine, dried over Na2SO4 and concentrated. The cru...